This data is from the Open Reaction Database (ORD), a public repository of structured organic reaction records. The task is: describe an organic reaction: reactants, conditions, products, and yield The reactants are O=C([O-])[O-], [K+], [K+], CN(C)C=O, COc1cc2c(Oc3ccc4[nH]c(C)cc4c3)ncnc2cc1O, Cc1ccc(S(=O)(=O)CC2CCC(=O)N2C)cc1. Yields the product COc1cc2c(Oc3ccc4[nH]c(C)cc4c3)ncnc2cc1OCC1CCC(=O)N1C. Reaction SMILES: [C:25](=[O:26])([O-:27])[O-:28].[K+:29].[K+:30].[O:49]=[CH:50][N:51]([CH3:52])[CH3:53].[OH:1][c:2]1[c:3]([O:23][CH3:24])[cH:4][c:5]2[c:6]([O:12][c:13]3[cH:14][c:15]4[cH:16][c:17]([CH3:22])[nH:18][c:19]4[cH:20][cH:21]3)[n:7][cH:8][n:9][c:10]2[cH:11]1.[c:31]1([CH3:32])[cH:33][cH:34][c:35]([S:36](=[O:37])(=[O:38])[CH2:40][CH:41]2[CH2:42][CH2:43][C:44](=[O:47])[N:45]2[CH3:46])[cH:39][cH:48]1>>[O:1]([c:2]1[c:3]([O:23][CH3:24])[cH:4][c:5]2[c:6]([O:12][c:13]3[cH:14][c:15]4[cH:16][c:17]([CH3:22])[nH:18][c:19]4[cH:20][cH:21]3)[n:7][cH:8][n:9][c:10]2[cH:11]1)[CH2:40][CH:41]1[CH2:42][CH2:43][C:44](=[O:47])[N:45]1[CH3:46]. Reactants: C(C1=CC=CC=C1)OCC#C (benzyloxy prop-2-yne), [Li]CCCC (n-BuLi), CCCCCC (hexane), B(F)(F)F.CCOCC (Borontrifluoride etherate), C1[C@@H](O1)CO.FC1=CC=C(C=C1)OC1=CC=C(C=C1)F ((S)-glycidol 4-fluorophenyl ether). The solvent is C1CCOC1 (THF), C1CCOC1 (THF). Run at time 20 minute. The product is C(C1=CC=CC=C1)OCC#CC[C@@H](COC1=CC=C(C=C1)F)O ((2S)-6-benzyloxy-1-(4-fluorophenoxy)-hex-4-yn-2-ol). Yield: 59.5%. RXN SMILES: [CH2:1]([O:8][CH2:9][C:10]#[CH:11])[C:2]1[CH:7]=[CH:6][CH:5]=[CH:4][CH:3]=1.[Li]CCCC.CCCCCC.B(F)(F)F.CC[O:29]CC.C1O[C@H]1CO.[F:37][C:38]1[CH:43]=[CH:42][C:41]([O:44][C:45]2C=CC(F)=[CH:47][CH:46]=2)=[CH:40][CH:39]=1>C1COCC1>[CH2:1]([O:8][CH2:9][C:10]#[C:11][CH2:47][C@H:46]([OH:29])[CH2:45][O:44][C:41]1[CH:42]=[CH:43][C:38]([F:37])=[CH:39][CH:40]=1)[C:2]1[CH:7]=[CH:6][CH:5]=[CH:4][CH:3]=1 |f:3.4,5.6|. Reported procedure: To a solution of benzyloxy prop-2-yne (2.3 g, 16 mmol) in dry THF (25 ml) at −78° C. was added n-BuLi in hexane (10.7 ml, 16 mmol) and the mixture stirred for 20 min. Borontrifluoride etherate (2 ml, 16 mmol) was then added to the solution and stirring continued for 20 min. at −78° C. A THF solution of (S)-glycidol-4-fluorophenyl ether (1.8 g, 10.7 mmol) was added and after stirring for 1 h at −78° C., the reaction was quenched by adding aqueous NH4Cl. The organic materials were extracted with e... Starting materials: C1(=CC=C(C=C1)C=O)C1=CC=CC=C1 ([1,1′-Biphenyl]-4-carbaldehyde), [C@@H]1(CCCC2=CC=CC=C12)N ((1S)-1,2,3,4-tetrahydro-1-naphthalenylamine). Yields the product C1(=CC=C(C=C1)CN[C@H]1CCCC2=CC=CC=C12)C1=CC=CC=C1 (N-([1,1′-biphenyl]-4-ylmethyl)-N-[(1S)-1,2,3,4-tetrahydro-1-naphthalenyl]amine). RXN SMILES: [C:1]1([C:9]2[CH:14]=[CH:13][CH:12]=[CH:11][CH:10]=2)[CH:6]=[CH:5][C:4]([CH:7]=O)=[CH:3][CH:2]=1.[C@@H:15]1([NH2:25])[C:24]2[C:19](=[CH:20][CH:21]=[CH:22][CH:23]=2)[CH2:18][CH2:17][CH2:16]1>>[C:1]1([C:9]2[CH:14]=[CH:13][CH:12]=[CH:11][CH:10]=2)[CH:6]=[CH:5][C:4]([CH2:7][NH:25][C@@H:15]2[C:24]3[C:19](=[CH:20][CH:21]=[CH:22][CH:23]=3)[CH2:18][CH2:17][CH2:16]2)=[CH:3][CH:2]=1. Procedure: [1,1′-Biphenyl]-4-carbaldehyde and (1S)-1,2,3,4-tetrahydro-1-naphthalenylamine were processed as described in Example 1A to provide the title compound. The reactants are O(C1=CC=CC=C1)C=1C=C(C=CC1)C1=NOC(C1)CCC=O (3-[3-(3-Phenoxyphenyl)-4,5-dihydroisoxazol-5-yl]propanal), FC1=C(C=CC=C1)N1CCNCC1 (1-(2-fluorophenyl)piperazine), [BH-](OC(=O)C)(OC(=O)C)OC(=O)C.[Na+] (NaBH(OAc)3). Solvent: C(Cl)Cl (methylene chloride). Yields the product FC1=C(C=CC=C1)N1CCN(CC1)CCCC1CC(=NO1)C1=CC(=CC=C1)OC1=CC=CC=C1 (1-(2-Fluorophenyl)4-(3-[3-(3-phenoxyphenyl)4,5-dihydroisoxazol-5-yl)propyl]piperazine). Isolated yield 69.6%. Reaction SMILES: [O:1]([C:8]1[CH:9]=[C:10]([C:14]2[CH2:18][CH:17]([CH2:19][CH2:20][CH:21]=O)[O:16][N:15]=2)[CH:11]=[CH:12][CH:13]=1)[C:2]1[CH:7]=[CH:6][CH:5]=[CH:4][CH:3]=1.[F:23][C:24]1[CH:29]=[CH:28][CH:27]=[CH:26][C:25]=1[N:30]1[CH2:35][CH2:34][NH:33][CH2:32][CH2:31]1.[BH-](OC(C)=O)(OC(C)=O)OC(C)=O.[Na+]>C(Cl)Cl>[F:23][C:24]1[CH:29]=[CH:28][CH:27]=[CH:26][C:25]=1[N:30]1[CH2:35][CH2:34][N:33]([CH2:21][CH2:20][CH2:19][CH:17]2[O:16][N:15]=[C:14]([C:10]3[CH:11]=[CH:12][CH:13]=[C:8]([O:1][C:2]4[CH:3]=[CH:4][CH:5]=[CH:6][CH:7]=4)[CH:9]=3)[CH2:18]2)[CH2:32][CH2:31]1 |f:2.3|. Reported procedure: 3-[3-(3-Phenoxyphenyl)-4,5-dihydroisoxazol-5-yl]propanal (38.0 mg, 0.122 mmol), 1-(2-fluorophenyl)piperazine (20.0 mg, 0.111 mmol), molecular sieve (5 beads) and NaBH(OAc)3 (70.5 mg, 0.333 mmol) were reacted in 3 mL of methylene chloride for about 12 hr. With the following processes the same as in Example 1, 35.5 mg (70.1 %) of the target compound was obtained. The reactants are C(C)(C)(C)OC(NCC1=C(C(=CC(=C1)Br)Cl)F)=O ((5-bromo-3-chloro-2-fluoro-benzyl)-carbamic acid tert-butyl ester), CN(C)C=O (DMF). Reagents/catalysts: [C-]#N.[Zn+2].[C-]#N (zinc cyanide), C=1C=CC(=CC1)[P](C=2C=CC=CC2)(C=3C=CC=CC3)[Pd]([P](C=4C=CC=CC4)(C=5C=CC=CC5)C=6C=CC=CC6)([P](C=7C=CC=CC7)(C=8C=CC=CC8)C=9C=CC=CC9)[P](C=1C=CC=CC1)(C=1C=CC=CC1)C=1C=CC=CC1 (Pd(Ph3P)4). Conditions: temperature 120 celsius, time 15 minute. Yields the product C(C)(C)(C)OC(NCC1=C(C(=CC(=C1)C#N)Cl)F)=O ((3-Chloro-5-cyano-2-fluoro-benzyl)-carbamic acid tert-butyl ester). Reaction SMILES: [C:1]([O:5][C:6](=[O:18])[NH:7][CH2:8][C:9]1[CH:14]=[C:13](Br)[CH:12]=[C:11]([Cl:16])[C:10]=1[F:17])([CH3:4])([CH3:3])[CH3:2].[CH3:19][N:20](C=O)C>[C-]#N.[Zn+2].[C-]#N.C1C=CC([P]([Pd]([P](C2C=CC=CC=2)(C2C=CC=CC=2)C2C=CC=CC=2)([P](C2C=CC=CC=2)(C2C=CC=CC=2)C2C=CC=CC=2)[P](C2C=CC=CC=2)(C2C=CC=CC=2)C2C=CC=CC=2)(C2C=CC=CC=2)C2C=CC=CC=2)=CC=1>[C:1]([O:5][C:6](=[O:18])[NH:7][CH2:8][C:9]1[CH:14]=[C:13]([C:19]#[N:20])[CH:12]=[C:11]([Cl:16])[C:10]=1[F:17])([CH3:4])([CH3:3])[CH3:2] |f:2.3.4,^1:32,34,53,72|. Reported procedure: To a solution of (5-bromo-3-chloro-2-fluoro-benzyl)-carbamic acid tert-butyl ester (3 g, 8.86 mmol) in DMF (45 mL) was added zinc cyanide (1.04 g, 8.86 mmol) and Pd(Ph3P)4 (1.02 g, 0.886 mmol). The reaction mixture was stirred at 120° C. for 15 min in a microwave apparatus (Personal Chemistry, Biotage). After cooling to RT, the mixture was filtered through Celite and rinsed down with EtOAc. The filtrate was washed with saturated aqueous NH4Cl solution (4×75 mL), dried (Na2SO4) and evaporated in ... Reactants: FC=1C(NC(N([C@H]2[C@H](O)[C@H](O)[C@@H](C)O2)C1)=O)=O (5'-deoxy-5-fluorouridine), C(C1=CC=CC=C1)(=O)Cl (benzoyl chloride). Run in N1=CC=CC=C1 (pyridine). Conditions: time 5 hour. Product: C(C1=CC=CC=C1)(=O)O[C@H]1[C@@H](O[C@@H]([C@H]1OC(C1=CC=CC=C1)=O)C)N1C(=O)NC(=O)C(=C1)F (2',3'-di-O-benzoyl-5'-deoxy-5-fluorouridine). RXN SMILES: [F:1][C:2]1[C:3](=[O:17])[NH:4][C:5](=[O:16])[N:6]([CH:15]=1)[C@@H:7]1[O:14][C@H:12]([CH3:13])[C@@H:10]([OH:11])[C@H:8]1[OH:9].[C:18](Cl)(=[O:25])[C:19]1[CH:24]=[CH:23][CH:22]=[CH:21][CH:20]=1>N1C=CC=CC=1>[C:18]([O:9][C@@H:8]1[C@H:10]([O:11][C:18](=[O:25])[C:19]2[CH:24]=[CH:23][CH:22]=[CH:21][CH:20]=2)[C@@H:12]([CH3:13])[O:14][C@H:7]1[N:6]1[CH:15]=[C:2]([F:1])[C:3](=[O:17])[NH:4][C:5]1=[O:16])(=[O:25])[C:19]1[CH:24]=[CH:23][CH:22]=[CH:21][CH:20]=1. Procedure: To a stirred solution of 5'-deoxy-5-fluorouridine (24.6 g) in dry pyridine (150 ml) was added dropwise 24.5 ml of benzoyl chloride over 10 minutes at 0° C. and the mixture was stirred for 5 hours at room temperature. After removal of pyridine under reduced pressure the residue was partitioned between water and ethyl acetate. The organic layer was washed with saturated sodium hydrogen carbonate solution and water, dried over anhydrous sodium sulfate and concentrated under reduced pressure. The re... RXN SMILES: Cl[C:2]1[CH:11]=[C:10]2[C:5]([C:6](=[O:17])[C:7]([C:14]([OH:16])=[O:15])=[CH:8][N:9]2[CH2:12][CH3:13])=[CH:4][C:3]=1[F:18].[CH3:19][N:20]1[CH2:25][CH2:24][N:23]([CH2:26][CH:27]2[CH2:32][NH:31][CH2:30][CH2:29][NH:28]2)[CH2:22][CH2:21]1>N1C=CC=CC=1>[CH2:12]([N:9]1[C:10]2[C:5](=[CH:4][C:3]([F:18])=[C:2]([N:31]3[CH2:30][CH2:29][NH:28][CH:27]([CH2:26][N:23]4[CH2:22][CH2:21][N:20]([CH3:19])[CH2:25][CH2:24]4)[CH2:32]3)[CH:11]=2)[C:6](=[O:17])[C:7]([C:14]([OH:16])=[O:15])=[CH:8]1)[CH3:13]. The product is C(C)N1C=C(C(C2=CC(=C(C=C12)N1CC(NCC1)CN1CCN(CC1)C)F)=O)C(=O)O (1-Ethyl-6-fluoro 1,4-dihydro-7-[3-[(4-methyl-1-piperazinyl)methyl]-1-piperazinyl]-4-oxo-3-quinolinecarboxylic acid). Run in N1=CC=CC=C1 (pyridine). Procedure: A 425 mg portion of 7-chloro-1-ethyl-6-fluoro-1,4-dihydro-4-oxo-3-quinolinecarboxylic acid and 1.25 g of 1-methyl-4-(2-piperazinylmethyl)piperazine were suspended in 5 ml of pyridine and heated at reflux, under argon, for 18 hours. The solvents were removed and the residue evaporated twice from toluene. The residue was dissolved in dichloromethane, hexane was added, the resulting gum was separated, dissolved in dichloromethane and filtered. Ether was added to the filtrate, the resulting solid co... Reactants: ClC1=C(C=C2C(C(=CN(C2=C1)CC)C(=O)O)=O)F (7-chloro-1-ethyl-6-fluoro-1,4-dihydro-4-oxo-3-quinolinecarboxylic acid), CN1CCN(CC1)CC1NCCNC1 (1-methyl-4-(2-piperazinylmethyl)piperazine).